This data is from the Open Reaction Database (ORD), a public repository of structured organic reaction records. The task is: describe an organic reaction: reactants, conditions, products, and yield Starting materials: CCOC(=O)Cc1ccccc1, [Cl-], O=S(=O)(O)Cl, [Na+]. Yields the product CCOC(=O)Cc1ccc(S(=O)(=O)Cl)cc1. Reaction SMILES: [CH2:6]([CH3:7])[O:8][C:9]([CH2:10][c:11]1[cH:12][cH:13][cH:14][cH:15][cH:16]1)=[O:17].[Cl-:19].[Cl:1][S:2](=[O:3])(=[O:4])[OH:5].[Na+:18]>>[Cl:1][S:2](=[O:3])(=[O:5])[c:14]1[cH:13][cH:12][c:11]([CH2:10][C:9]([O:8][CH2:6][CH3:7])=[O:17])[cH:16][cH:15]1. The reactants are CN(C)C1CCc2ccccc2C(O)(c2ccccc2)C1, [Cl-], [NH4+], [Na+], C1COCCO1, [OH-], O=S(=O)(O)O. Yields the product CN(C)C1C=C(c2ccccc2)c2ccccc2CC1. As a reaction SMILES: [CH3:1][N:2]([CH:3]1[CH2:4][C:5]([OH:14])([c:15]2[cH:16][cH:17][cH:18][cH:19][cH:20]2)[c:6]2[c:7]([cH:10][cH:11][cH:12][cH:13]2)[CH2:8][CH2:9]1)[CH3:21].[Cl-:30].[NH4+:27].[Na+:29].[O:31]1[CH2:32][CH2:33][O:34][CH2:35][CH2:36]1.[OH-:28].[S:22](=[O:23])(=[O:24])([OH:25])[OH:26]>>[CH3:1][N:2]([CH:3]1[CH:4]=[C:5]([c:15]2[cH:16][cH:17][cH:18][cH:19][cH:20]2)[c:6]2[c:7]([cH:10][cH:11][cH:12][cH:13]2)[CH2:8][CH2:9]1)[CH3:21].